Dataset: the Open Reaction Database (ORD), a public repository of structured organic reaction records. Task: describe an organic reaction: reactants, conditions, products, and yield Starting materials: ClC1=C(C(=NC=N1)NC1=CC(=C(C=C1)OC=1C=NC(=CC1)C)C)N (6-Chloro-N4-{3-methyl-4-[(6-methylpyridin-3-yl)oxy]phenyl}pyrimidine-4,5-diamine), O (water), C(O)([O-])=O.[Na+] (sodium hydrogen carbonate), [I-].[Na+] (sodium iodide). The solvent is C(C)(=O)OCC (ethyl acetate), I (hydriodic acid). Conditions: temperature 70 celsius. The product is I.IC1=C(C(=NC=N1)NC1=CC(=C(C=C1)OC=1C=NC(=CC1)C)C)N (6-iodo-N4-{3-methyl-4-[(6-methylpyridin-3-yl)oxy]phenyl}pyrimidine-4,5-diamine hydroiodide). Isolated yield 95.3%. Reaction SMILES: Cl[C:2]1[N:7]=[CH:6][N:5]=[C:4]([NH:8][C:9]2[CH:14]=[CH:13][C:12]([O:15][C:16]3[CH:17]=[N:18][C:19]([CH3:22])=[CH:20][CH:21]=3)=[C:11]([CH3:23])[CH:10]=2)[C:3]=1[NH2:24].[I-:25].[Na+].O.C(=O)([O-])O.[Na+]>I.C(OCC)(=O)C>[IH:25].[I:25][C:2]1[N:7]=[CH:6][N:5]=[C:4]([NH:8][C:9]2[CH:14]=[CH:13][C:12]([O:15][C:16]3[CH:17]=[N:18][C:19]([CH3:22])=[CH:20][CH:21]=3)=[C:11]([CH3:23])[CH:10]=2)[C:3]=1[NH2:24] |f:1.2,4.5,8.9|. Procedure: 6-Chloro-N4-{3-methyl-4-[(6-methylpyridin-3-yl)oxy]phenyl}pyrimidine-4,5-diamine (400 mg) was suspended in 55% hydriodic acid (6.16 mL), sodium iodide (878 mg) was added, and the mixture was stirred with heating at 70° C. for 10 min. After cooling to room temperature, water (40 mL)/ethyl acetate (30 mL) was added. After adjusting its pH to not less than 7 with aqueous sodium hydrogen carbonate, and the mixture was stirred at room temperature for 15 min. The organic layer was dried over magnesium...